From a dataset of the Open Reaction Database (ORD), a public repository of structured organic reaction records. describe an organic reaction: reactants, conditions, products, and yield Reported procedure: To a slurry of lithium aluminum hydride (500 mg, 13.2 mmol) in anhydrous tetrahydrofuran (45 mL) at 0° C. under nitrogen was added dropwise a solution of methyl 2-methylnicotinate (17, 1.0 g, 6.6 mmol) in anhydrous tetrahydrofuran (5 mL). After 1 h the suspension was diluted with water (1 mL) and 6 N NaOH solution (5 mL). The precipitate was removed by vacuum filtration and the filtrate was dried over Na2SO4, filtered, and the solvent was removed under reduced pressure to provide the title compo... The product is CC1=NC=CC=C1CO ((2-Methylpyridin-3-yl)methanol). Reactants: [H-].[Al+3].[Li+].[H-].[H-].[H-] (lithium aluminum hydride), CC1=C(C(=O)OC)C=CC=N1 (methyl 2-methylnicotinate). RXN SMILES: [H-].[Al+3].[Li+].[H-].[H-].[H-].[CH3:7][C:8]1[N:17]=[CH:16][CH:15]=[CH:14][C:9]=1[C:10](OC)=[O:11]>O1CCCC1.O.[OH-].[Na+]>[CH3:7][C:8]1[C:9]([CH2:10][OH:11])=[CH:14][CH:15]=[CH:16][N:17]=1 |f:0.1.2.3.4.5,9.10|. The solvent is O (water), [OH-].[Na+] (NaOH), O1CCCC1 (tetrahydrofuran), O1CCCC1 (tetrahydrofuran). The reactants are C(C)#N (acetonitrile), ClC1=C(C#N)C=CC(=C1)Cl (2,4-dichlorobenzonitrile), C(C)(C)NC(C)C (diisopropylamine), [Li+].CCC[CH2-] (N-butyllithium). Run in C1CCOC1 (THF), C1CCOC1 (THF), C1CCOC1 (THF), C1CCOC1 (THF), O (water). Conditions: time 10 minute. Yields the product NC(=CC#N)C1=C(C=C(C=C1)Cl)Cl (3-Amino-3-(2,4-dichlorophenyl)acrylonitrile). As a reaction SMILES: [CH:1]([NH:4]C(C)C)(C)[CH3:2].[Li+].CCC[CH2-].C(#N)C.[Cl:16][C:17]1[CH:24]=[C:23]([Cl:25])[CH:22]=[CH:21][C:18]=1[C:19]#[N:20]>C1COCC1.O>[NH2:20][C:19]([C:18]1[CH:21]=[CH:22][C:23]([Cl:25])=[CH:24][C:17]=1[Cl:16])=[CH:2][C:1]#[N:4] |f:1.2|. Procedure: Under argon, 90 g (889.46 mmol) of diisopropylamine were initially charged in 1660 ml of THF at −70° C. in a three-necked flask with mechanical stirrer. 124.66 ml of N-butyllithium solution (2.5 M in hexane, 758.66 mmol) were added dropwise at such a rate that the temperature did not exceed −60° C. The mixture was stirred for 10 min, and a solution of 32.22 g (784.82 mmol) of acetonitrile in 340 ml of THF was then slowly added dropwise and the suspension was stirred for 30 min. A solution of 90 ...